This data is from the Open Reaction Database (ORD), a public repository of structured organic reaction records. The task is: describe an organic reaction: reactants, conditions, products, and yield The reactants are ClC1=NC=CC(=N1)Cl (2,4-dichloropyrimidine), C([O-])([O-])=O.[Cs+].[Cs+] (cesium carbonate), C1=CC=CC=2C(C3=C(C=CC21)C=CC=C3)C=3C(NC(NC3)=O)=O (5-{5H-Dibenzo[a,d]cyclohepten-5-yl}-2,4(1H,3H)-pyrimidinedione). Run in CS(=O)C (dimethylsulphoxide). Yields the product ClC1=NC=CC(=N1)N1C(NC(C(=C1)C1C2=C(C=CC3=C1C=CC=C3)C=CC=C2)=O)=O (1-[2-Chloropyrimidin-4-yl}-5-[5H-dibenzo[a,d]cyclohepten-5-yl}-2,4(1H,3H)-pyrimidinedione). Reaction SMILES: [Cl:1][C:2]1[N:7]=[C:6](Cl)[CH:5]=[CH:4][N:3]=1.C(=O)([O-])[O-].[Cs+].[Cs+].[CH:15]1[C:25]2[CH:24]=[CH:23][C:22]3[CH:26]=[CH:27][CH:28]=[CH:29][C:21]=3[CH:20]([C:30]3[C:31](=[O:37])[NH:32][C:33](=[O:36])[NH:34][CH:35]=3)[C:19]=2[CH:18]=[CH:17][CH:16]=1>CS(C)=O>[Cl:1][C:2]1[N:7]=[C:6]([N:34]2[CH:35]=[C:30]([CH:20]3[C:19]4[CH:18]=[CH:17][CH:16]=[CH:15][C:25]=4[CH:24]=[CH:23][C:22]4[CH:26]=[CH:27][CH:28]=[CH:29][C:21]3=4)[C:31](=[O:37])[NH:32][C:33]2=[O:36])[CH:5]=[CH:4][N:3]=1 |f:1.2.3|. Reported procedure: A mixture of 2,4-dichloropyrimidine (1.49 g), cesium carbonate (3.26 g) and the product of example 1 step (iv) (3 g) in dimethylsulphoxide (40 ml) was stirred at room temperature for 3 hours and partitioned between ethyl acetate and water. The organic phase was dried (MgSO4) and evaporated. The product was collected after trituration with 50% ethyl acetate in isohexane. Yield 2.55 g. Reactants: ClN1C(CCC1=O)=O (N-chlorosuccinimide), FC1=C(COC2=CC(NC=C2)=O)C=CC(=C1)F (4-[(2,4-difluorobenzyl)oxy]-pyridin-2(1H)-one), C(C)#N.O (acetonitrile water), FC(C(=O)O)(F)F (trifluoroacetic acid). Solvent: CN(C=O)C (dimethylformamide), C(C)OCC (diethyl ether). Run at time 15 hour. The product is ClC=1C(NC=CC1OCC1=C(C=C(C=C1)F)F)=O (3-chloro-4-[(2,4-difluorobenzyl)oxy]pyridin-2(1H)-one). As a reaction SMILES: [F:1][C:2]1[CH:16]=[C:15]([F:17])[CH:14]=[CH:13][C:3]=1[CH2:4][O:5][C:6]1[CH:11]=[CH:10][NH:9][C:8](=[O:12])[CH:7]=1.[Cl:18]N1C(=O)CCC1=O.C(#N)C.O.FC(F)(F)C(O)=O>CN(C)C=O.C(OCC)C>[Cl:18][C:7]1[C:8](=[O:12])[NH:9][CH:10]=[CH:11][C:6]=1[O:5][CH2:4][C:3]1[CH:13]=[CH:14][C:15]([F:17])=[CH:16][C:2]=1[F:1] |f:2.3|. Reported procedure: 4-[(2,4-difluorobenzyl)oxy]-pyridin-2(1H)-one (from Step 2) (8.60 g, 36.3 mmol) was stirred in 150 ml dimethylformamide and treated with N-chlorosuccinimide (5.4 g, 39.9 mmol). After 15 hours, the precipitate was collected by filtration (5.11 g, 52%) yielding a lustrous white solid. The mother liquor was diluted to 500 ml with diethyl ether, providing 2.47 g (25%) in a second crop. 1H-NMR (400 MHz, DMSO-d6) δ 11.87 (s, 1H), 7.60 (quartet, J=6.34 Hz, 1H), 7.43 (d, J=7.58 Hz, 1H), 7.31 (dt, J=10.0... Starting materials: FC(C(=O)OC)(F)F (methyl trifluoroacetate), C(O)CN (ethanolamine), C1=CC=C2C(=C1)C(=O)C(C2=O)(O)O (ninhydrin). Run at time 2 hour. Yields the product FC(C(=O)N)(F)F.C(O)CN (Ethanolamine Trifluoroacetamide). As a reaction SMILES: [F:1][C:2]([F:8])([F:7])[C:3](OC)=[O:4].[CH2:9]([CH2:11][NH2:12])[OH:10].C1C=C2C(C(O)(O)C(=O)C2=CC=1)=O>>[F:1][C:2]([F:8])([F:7])[C:3]([NH2:12])=[O:4].[CH2:9]([CH2:11][NH2:12])[OH:10] |f:3.4|. Procedure: In a round-bottom flask, methyl trifluoroacetate (10.5 g, 81.9 mmol) was added to neat ethanolamine (4.0 g, 66 mmol) at room temperature with continuous stirring. Reaction completion was determined by the absence of ninhydrin activity. After 2 h, the reaction was concentrated by rotary evaporation and purified by distillation (11 mm Hg, b.p. 127° C.), yielding a colorless oil, 9.5 g, 93%. The yield is 104.2%. The solvent is ClCCl (dichloromethane). Yields the product CC=1SC=C(N1)C(=O)Cl (2-methyl-4-thiazolecarbonyl chloride). Procedure: Phosphorus pentachloride (13.35 g) was added in small portions to a suspension of 2-methyl-4-thiazolecarboxylic acid (7.65 g) in dry dichloromethane over a period of 10 minutes. The resulting mixture was vigorously stirred for 1.5 hours at room temperature and then concentrated under reduced pressure. The residue was dissolved in dry benzene (40 ml) and the mixture was concentrated under reduced pressure to give yellow powders of 2-methyl-4-thiazolecarbonyl chloride (9.0 g). The reactants are P(Cl)(Cl)(Cl)(Cl)Cl (Phosphorus pentachloride), CC=1SC=C(N1)C(=O)O (2-methyl-4-thiazolecarboxylic acid). Reaction SMILES: P(Cl)(Cl)(Cl)(Cl)[Cl:2].[CH3:7][C:8]1[S:9][CH:10]=[C:11]([C:13]([OH:15])=O)[N:12]=1>ClCCl>[CH3:7][C:8]1[S:9][CH:10]=[C:11]([C:13]([Cl:2])=[O:15])[N:12]=1. Conditions: time 1.5 hour. Reactants: O=C=Nc1ccc(Cl)cc1, CCCC1NCC(C)N(Cc2ccc3c(N)ncnc3c2)C1=O, CN(C)C=O. Yields the product CCCC1C(=O)N(Cc2ccc3c(N)ncnc3c2)C(C)CN1C(=O)Nc1ccc(Cl)cc1. RXN SMILES: [Cl:24][c:25]1[cH:26][cH:27][c:28]([N:31]=[C:32]=[O:33])[cH:29][cH:30]1.[NH2:1][c:2]1[n:3][cH:4][n:5][c:6]2[cH:7][c:8]([CH2:12][N:13]3[C:14](=[O:23])[CH:15]([CH2:20][CH2:21][CH3:22])[NH:16][CH2:17][CH:18]3[CH3:19])[cH:9][cH:10][c:11]12.[O:34]=[CH:35][N:36]([CH3:37])[CH3:38]>>[NH2:1][c:2]1[n:3][cH:4][n:5][c:6]2[cH:7][c:8]([CH2:12][N:13]3[C:14](=[O:23])[CH:15]([CH2:20][CH2:21][CH3:22])[N:16]([C:32]([NH:31][c:28]4[cH:27][cH:26][c:25]([Cl:24])[cH:30][cH:29]4)=[O:33])[CH2:17][CH:18]3[CH3:19])[cH:9][cH:10][c:11]12. The reactants are C(C)O (ethanol), NC1=C(C(=NC=2N(C=3CCCCC3C21)CC2=CC=C(C=C2)OC)C)C(=O)OCC (4-amino-9-(4-methoxyphenyl)methyl-2-methyl-5,6,7,8-tetrahydro-9H-pyrido[2,3-b]indole-3-carboxylic acid, ethyl ester), ClC=1C(C(=C(C(C1Cl)=O)C#N)C#N)=O (2,3-dichloro-5,6-dicyano-1,4-benzoquinone), C1(=CC=CC=C1)C (toluene). Solvent: C1=CC=CC=C1 (benzene). Yields the product NC1=C(C(=NC=2N(C3=CC=CC=C3C21)CC2=CC=C(C=C2)OC)C)C(=O)OCC (4-Amino-9-(4-methoxyphenyl)methyl-2-methyl-9H-pyrido[2,3-b]indole-3-carboxylic acid, ethyl ester). Isolated yield 73.0%. RXN SMILES: [NH2:1][C:2]1[C:14]2[C:13]3[CH2:12][CH2:11][CH2:10][CH2:9][C:8]=3[N:7]([CH2:15][C:16]3[CH:21]=[CH:20][C:19]([O:22][CH3:23])=[CH:18][CH:17]=3)[C:6]=2[N:5]=[C:4]([CH3:24])[C:3]=1[C:25]([O:27][CH2:28][CH3:29])=[O:26].ClC1C(=O)C(C#N)=C(C#N)C(=O)C=1Cl.C1(C)C=CC=CC=1.C(O)C>C1C=CC=CC=1>[NH2:1][C:2]1[C:14]2[C:13]3[C:8](=[CH:9][CH:10]=[CH:11][CH:12]=3)[N:7]([CH2:15][C:16]3[CH:21]=[CH:20][C:19]([O:22][CH3:23])=[CH:18][CH:17]=3)[C:6]=2[N:5]=[C:4]([CH3:24])[C:3]=1[C:25]([O:27][CH2:28][CH3:29])=[O:26]. Procedure details: The title compound was prepared in 73% yield from 4-amino-9-(4-methoxyphenyl)methyl-2-methyl-5,6,7,8-tetrahydro-9H-pyrido[2,3-b]indole-3-carboxylic acid, ethyl ester (D8) and 2,3-dichloro-5,6-dicyano-1,4-benzoquinone in a procedure similar to Description 7, using benzene as solvent instead of toluene. Product was obtained as white crystals from ethanol. Starting materials: B, COC(C)OCOc1cc2ccc(-c3ccc(C(=O)O)cc3)cc2cc1C12CC3CC(CC(C3)C1)C2, C1CCOC1, Cl. Product: COC(C)OCOc1cc2ccc(-c3ccc(CO)cc3)cc2cc1C12CC3CC(CC(C3)C1)C2. Reaction SMILES: [BH3:37].[C:1]12([c:11]3[c:12]([O:30][CH2:31][O:32][CH:33]([CH3:34])[O:35][CH3:36])[cH:13][c:14]4[cH:15][cH:16][c:17](-[c:21]5[cH:22][cH:23][c:24]([C:25](=[O:26])[OH:27])[cH:28][cH:29]5)[cH:18][c:19]4[cH:20]3)[CH2:2][CH:3]3[CH2:4][CH:5]([CH2:6][CH:7]([CH2:8]1)[CH2:9]3)[CH2:10]2.[CH2:39]1[O:40][CH2:41][CH2:42][CH2:43]1.[ClH:38]>>[C:1]12([c:11]3[c:12]([O:30][CH2:31][O:32][CH:33]([CH3:34])[O:35][CH3:36])[cH:13][c:14]4[cH:15][cH:16][c:17](-[c:21]5[cH:22][cH:23][c:24]([CH2:25][OH:26])[cH:28][cH:29]5)[cH:18][c:19]4[cH:20]3)[CH2:2][CH:3]3[CH2:4][CH:5]([CH2:6][CH:7]([CH2:8]1)[CH2:9]3)[CH2:10]2.